This data is from the Open Reaction Database (ORD), a public repository of structured organic reaction records. The task is: describe an organic reaction: reactants, conditions, products, and yield Reactants: BrC=1C=C(C2=CN(N=C2C1)C1OCCCC1)NC(=O)C=1N=C(SC1)C (N-[6-bromo-2-(tetrahydro-2H-pyran-2-yl)-2H-indazol-4-yl]-2-methyl-1,3-thiazole-4-carboxamide), P(=O)([O-])([O-])[O-].[K+].[K+].[K+] (tripotassium phosphate), CC1(OB(OC1(C)C)C1=C2C=NNC2=CC=C1)C (4-(4,4,5,5-tetramethyl-1,3,2-dioxaborolan-2-yl)-1H-indazole), O1CCOCC1 (1,4-dioxane). Reagents/catalysts: catalyst. Solvent: O (water), CO (methanol). Run at temperature 80 celsius, time 30 minute. Product: N1N=CC=2C(=CC=CC12)C1=CC(=C2C=NNC2=C1)NC(=O)C=1N=C(SC1)C (N-1H,1′H-4,6′-Biindazol-4′-yl-2-methyl-1,3-thiazole-4-carboxamide). As a reaction SMILES: Br[C:2]1[CH:3]=[C:4]([NH:17][C:18]([C:20]2[N:21]=[C:22]([CH3:25])[S:23][CH:24]=2)=[O:19])[C:5]2[C:9]([CH:10]=1)=[N:8][N:7](C1CCCCO1)[CH:6]=2.P([O-])([O-])([O-])=O.[K+].[K+].[K+].CC1(C)C(C)(C)OB([C:42]2[CH:50]=[CH:49][CH:48]=[C:47]3[C:43]=2[CH:44]=[N:45][NH:46]3)O1.O1CCOCC1>CO.O>[NH:46]1[C:47]2[CH:48]=[CH:49][CH:50]=[C:42]([C:2]3[CH:10]=[C:9]4[C:5]([CH:6]=[N:7][NH:8]4)=[C:4]([NH:17][C:18]([C:20]4[N:21]=[C:22]([CH3:25])[S:23][CH:24]=4)=[O:19])[CH:3]=3)[C:43]=2[CH:44]=[N:45]1 |f:1.2.3.4|. Reported procedure: A microwave vial was charged with N-[6-bromo-2-(tetrahydro-2H-pyran-2-yl)-2H-indazol-4-yl]-2-methyl-1,3-thiazole-4-carboxamide (50 mg), Solvias catalyst (7 mg), tripotassium phosphate (101 mg), 4-(4,4,5,5-tetramethyl-1,3,2-dioxaborolan-2-yl)-1H-indazole (available from J&W Pharmlab, 29 mg), 1,4-dioxane (0.5 ml) and water (0.1 ml). The reaction was heated under microwave irradiation for a total of 60 min at 80° C., then 30 min at 120° C. The reaction was passed through a silica cartridge precondi... Reactants: C(=C)S(=O)(=O)N1CCC(CC1)OC1=CC(=C(C(=O)N2CCC(CC2)N2C(CCC3=CC=CC=C23)=O)C=C1)OC (1-(1-(4-(N-vinylsulfonyl-4-piperidinyloxy)-2-methoxybenzoyl)piperidin-4-yl)-3,4-dihydro-2(1H)-quinolinone), C(C)NCC (diethylamine). The solvent is CO (MeOH). Run at time 16 hour. The product is C(C)N(CCS(=O)(=O)N1CCC(CC1)OC1=CC(=C(C(=O)N2CCC(CC2)N2C(CCC3=CC=CC=C23)=O)C=C1)OC)CC (1-(1-(4-(2-Diethylaminoethylsulfonyl-4-piperidinyloxy)-2-methoxybenzoyl)piperidin-4-yl)-3,4-dihydro-2(1H)-quinolinone). Reaction SMILES: [CH:1]([S:3]([N:6]1[CH2:11][CH2:10][CH:9]([O:12][C:13]2[CH:37]=[CH:36][C:16]([C:17]([N:19]3[CH2:24][CH2:23][CH:22]([N:25]4[C:34]5[C:29](=[CH:30][CH:31]=[CH:32][CH:33]=5)[CH2:28][CH2:27][C:26]4=[O:35])[CH2:21][CH2:20]3)=[O:18])=[C:15]([O:38][CH3:39])[CH:14]=2)[CH2:8][CH2:7]1)(=[O:5])=[O:4])=[CH2:2].[CH2:40]([NH:42][CH2:43][CH3:44])[CH3:41]>CO>[CH2:40]([N:42]([CH2:43][CH3:44])[CH2:2][CH2:1][S:3]([N:6]1[CH2:7][CH2:8][CH:9]([O:12][C:13]2[CH:37]=[CH:36][C:16]([C:17]([N:19]3[CH2:20][CH2:21][CH:22]([N:25]4[C:34]5[C:29](=[CH:30][CH:31]=[CH:32][CH:33]=5)[CH2:28][CH2:27][C:26]4=[O:35])[CH2:23][CH2:24]3)=[O:18])=[C:15]([O:38][CH3:39])[CH:14]=2)[CH2:10][CH2:11]1)(=[O:4])=[O:5])[CH3:41]. Reported procedure: To a solution of 1-(1-(4-(N-vinylsulfonyl-4-piperidinyloxy)-2-methoxybenzoyl)piperidin-4-yl)-3,4-dihydro-2(1H)-quinolinone (80 mg, 0.14 mmol) from Example 192 in 5 mL of dry MeOH was added diethylamine (0.14 mL, 1.4 mmol) and the reaction stirred at ambient temperature for 16 hours. The solvent was removed under reduced pressure and the residue was purified by pressurized silica gel column chromatography using 98:2 CH2Cl2 :MeOH as eluant. The product-containing fractions were combined and the so... The reactants are CN1CCN(CC1)C1=C2C=CNC2=CC=C1 (4-(4-methyl-1-piperazinyl)-1H-indole), CC1=CC=C(C=C1)S(=O)(=O)Cl (p-methylbenzenesulfonyl chloride). Yields the product Cl.CN1CCN(CC1)C1=C2C=CN(C2=CC=C1)S(=O)(=O)C1=CC=C(C=C1)C (4-(4-Methyl-1-piperazinyl)-1-(4-methylbenzenesulfonyl)-1H-indole hydrochloride). RXN SMILES: [CH3:1][N:2]1[CH2:7][CH2:6][N:5]([C:8]2[CH:16]=[CH:15][CH:14]=[C:13]3[C:9]=2[CH:10]=[CH:11][NH:12]3)[CH2:4][CH2:3]1.[CH3:17][C:18]1[CH:23]=[CH:22][C:21]([S:24]([Cl:27])(=[O:26])=[O:25])=[CH:20][CH:19]=1>>[ClH:27].[CH3:1][N:2]1[CH2:3][CH2:4][N:5]([C:8]2[CH:16]=[CH:15][CH:14]=[C:13]3[C:9]=2[CH:10]=[CH:11][N:12]3[S:24]([C:21]2[CH:22]=[CH:23][C:18]([CH3:17])=[CH:19][CH:20]=2)(=[O:26])=[O:25])[CH2:6][CH2:7]1 |f:2.3|. Procedure details: The title compound was prepared 4-(4-methyl-1-piperazinyl)-1H-indole and p-methylbenzenesulfonyl chloride according to Method 4 (45%): 1H NMR (CD3OD) δ 7.81–6.77 (m, 9H), 3.62–3.02 (m, 8H), 2.98 (s, 3H), 2.34 (s, 3H); MS (ESI) 370.5 (M+H)+; Purity (HPLC) >95%. Starting materials: C[O-].[Na+] (sodium methylate), Cl.C(CC1=CC=CC=C1)NC(=N)NC(=N)N (1-phenethylbiguanide hydrochloride), ClC=1C=CC(=C(C(=O)NCCC2=CC=C(C=C2)CC(=O)[O-])C1)OC.[Na+] (sodium 4-[2-(5-chloro-2-methoxybenzamido)-ethyl]-phenylacetate), ClC=1C=CC(=C(C(=O)NCCC2=CC=C(C=C2)CC(=O)O)C1)OC (4-[2-(5-chloro-2-methoxybenzamido)-ethyl]-phenylacetic acid). The solvent is CO (methanol), C(C)O (ethanol). Yields the product ClC=1C=CC(=C(C(=O)NCCC2=CC=C(C=C2)CC(=O)O)C1)OC.C(CC1=CC=CC=C1)NC(=N)NC(=N)N ((1-Phenethylbiguanide) 4-[2-(5-chloro-2-methoxybenzamido)-ethyl]-phenylacetate). RXN SMILES: [Cl:1][C:2]1[CH:3]=[CH:4][C:5]([O:23][CH3:24])=[C:6]([CH:22]=1)[C:7]([NH:9][CH2:10][CH2:11][C:12]1[CH:17]=[CH:16][C:15]([CH2:18][C:19]([O-:21])=[O:20])=[CH:14][CH:13]=1)=[O:8].[Na+].ClC1C=CC(OC)=C(C=1)C(NCCC1C=CC(CC(O)=O)=CC=1)=O.C[O-].[Na+].Cl.[CH2:54]([NH:62][C:63]([NH:65][C:66]([NH2:68])=[NH:67])=[NH:64])[CH2:55][C:56]1[CH:61]=[CH:60][CH:59]=[CH:58][CH:57]=1>CO.C(O)C>[Cl:1][C:2]1[CH:3]=[CH:4][C:5]([O:23][CH3:24])=[C:6]([CH:22]=1)[C:7]([NH:9][CH2:10][CH2:11][C:12]1[CH:17]=[CH:16][C:15]([CH2:18][C:19]([OH:21])=[O:20])=[CH:14][CH:13]=1)=[O:8].[CH2:54]([NH:62][C:63]([NH:65][C:66]([NH2:68])=[NH:67])=[NH:64])[CH2:55][C:56]1[CH:61]=[CH:60][CH:59]=[CH:58][CH:57]=1 |f:0.1,3.4,5.6,9.10|. Procedure: 3.08 g. sodium 4-[2-(5-chloro-2-methoxybenzamido)-ethyl]-phenylacetate (prepared from 4-[2-(5-chloro-2-methoxybenzamido)-ethyl]-phenylacetic acid and the equivalent amount of sodium methylate in methanol) and 2.0 g 1-phenethylbiguanide hydrochloride are heated under reflux in 100 ml absolute ethanol for 1 hour. Thereafter, the reaction mixture is evaporated to one half of its original volume, the precipitated sodium chloride is filtered off with suction and the filtrate is mixed with diethyl eth...